This data is from the Open Reaction Database (ORD), a public repository of structured organic reaction records. The task is: describe an organic reaction: reactants, conditions, products, and yield Starting materials: C(C)(C)(C)OC(=O)N1CC2=CC=C(C=C2C(C1)O)OCC1CC1 (6-cyclopropylmethoxy-4-hydroxy-3,4-dihydro-1H-isoquinoline-2-carboxylic acid tert-butyl ester), [H-].[Na+] (NaH), CI (methyl iodide). The solvent is C1CCOC1 (THF). Reaction conditions: time 30 minute. Product: C(C)(C)(C)OC(=O)N1CC2=CC=C(C=C2C(C1)OC)OCC1CC1 (6-Cyclopropylmethoxy-4-methoxy-3,4-dihydro-1H-isoquinoline-2-carboxylic acid tert-butyl ester). RXN SMILES: [C:1]([O:5][C:6]([N:8]1[CH2:17][CH:16]([OH:18])[C:15]2[C:10](=[CH:11][CH:12]=[C:13]([O:19][CH2:20][CH:21]3[CH2:23][CH2:22]3)[CH:14]=2)[CH2:9]1)=[O:7])([CH3:4])([CH3:3])[CH3:2].[H-].[Na+].[CH3:26]I>C1COCC1>[C:1]([O:5][C:6]([N:8]1[CH2:17][CH:16]([O:18][CH3:26])[C:15]2[C:10](=[CH:11][CH:12]=[C:13]([O:19][CH2:20][CH:21]3[CH2:22][CH2:23]3)[CH:14]=2)[CH2:9]1)=[O:7])([CH3:4])([CH3:2])[CH3:3] |f:1.2|. Reported procedure: To 200 mg (0.626 mmol) 6-cyclopropylmethoxy-4-hydroxy-3,4-dihydro-1H-isoquinoline-2-carboxylic acid tert-butyl ester (example XLIII.1) in 3 mL THF are added 30 mg (0.69 mmol) NaH (55%) and stirred at r.t. for 30 min. Then 35 μL (0.56 mmol) methyl iodide are added and the reaction mixture is stirred at 80° C. over night. The reaction mixture is quenched by the addition of water and extracted three times with EtOAc. The organic layers are combined, dried over MgSO4, filtered and the solvent is rem... The reactants are CCN(C(C)C)C(C)C, ClCCl, O=C(Cl)c1ccc(OC(F)(F)F)cc1, CC(N)(C#N)COc1cc(C#N)ccc1Oc1ccc(Cl)cc1Cl. Yields the product CC(C#N)(COc1cc(C#N)ccc1Oc1ccc(Cl)cc1Cl)NC(=O)c1ccc(OC(F)(F)F)cc1. As a reaction SMILES: [CH2:25]([N:26]([CH:27]([CH3:28])[CH3:29])[CH:30]([CH3:31])[CH3:32])[CH3:33].[Cl:48][CH2:49][Cl:50].[F:34][C:35]([O:36][c:37]1[cH:38][cH:39][c:40]([C:41](=[O:42])[Cl:43])[cH:44][cH:45]1)([F:46])[F:47].[NH2:1][C:2]([CH2:3][O:4][c:5]1[cH:6][c:7]([C:8]#[N:9])[cH:10][cH:11][c:12]1[O:13][c:14]1[c:15]([Cl:21])[cH:16][c:17]([Cl:20])[cH:18][cH:19]1)([CH3:22])[C:23]#[N:24]>>[NH:1]([C:2]([CH2:3][O:4][c:5]1[cH:6][c:7]([C:8]#[N:9])[cH:10][cH:11][c:12]1[O:13][c:14]1[c:15]([Cl:21])[cH:16][c:17]([Cl:20])[cH:18][cH:19]1)([CH3:22])[C:23]#[N:24])[C:41]([c:40]1[cH:39][cH:38][c:37]([O:36][C:35]([F:34])([F:46])[F:47])[cH:45][cH:44]1)=[O:42]. The reactants are ClC1=C(C(=CC=C1)Cl)CN1C2=CC=CC(=C2C=2C(=CC=CC12)O)C(=O)OC (9-[(2,6-dichlorophenyl)methyl]-4-hydroxy-5-carbomethoxy carbazole), [OH-].[NH4+] (ammonium hydroxide). Run in C1CCOC1 (THF). The product is ClC1=C(C(=CC=C1)Cl)CN1C2=CC=CC(=C2C=2C(=CC=CC12)O)C(N)=O (9-[(2,6-dichlorophenyl)methyl]-4-hydroxy-5-carbamoyl carbazole). Yield: 65.0%. As a reaction SMILES: [Cl:1][C:2]1[CH:7]=[CH:6][CH:5]=[C:4]([Cl:8])[C:3]=1[CH2:9][N:10]1[C:22]2[CH:21]=[CH:20][CH:19]=[C:18]([OH:23])[C:17]=2[C:16]2[C:11]1=[CH:12][CH:13]=[CH:14][C:15]=2[C:24]([O:26]C)=O.[OH-].[NH4+:29]>C1COCC1>[Cl:1][C:2]1[CH:7]=[CH:6][CH:5]=[C:4]([Cl:8])[C:3]=1[CH2:9][N:10]1[C:22]2[CH:21]=[CH:20][CH:19]=[C:18]([OH:23])[C:17]=2[C:16]2[C:11]1=[CH:12][CH:13]=[CH:14][C:15]=2[C:24](=[O:26])[NH2:29] |f:1.2|. Reported procedure: A solution of the 9-[(2,6-dichlorophenyl)methyl]-4-hydroxy-5-carbomethoxy carbazole (240 mg, 0.6 mM) in 5 mL THF and 20 mL concentrated aqueous ammonium hydroxide was stirred at room temperature for 22 hours. The resultant precipitate was collected by filtration and dried in vacuo to afford 151 mg (65%) of the 9-[(2,6-dichlorophenyl)methyl]-4-hydroxy-5-carbamoyl carbazole as a yellow solid. 1H NMR (DMSO-d6) δ10.35 (s, 1H), 8.8 (br s, 1H), 8.4 (br s, 1H), 7.7 (d, 1H, J=8 Hz), 7.6-7.3 (m, 5H), 7.2... The reactants are [N+](=O)(O)[O-] (nitric acid), [OH-].[NH4+] (ammonium hydroxide), [N+](=O)(O)[O-] (nitric acid), C1(=CC=CC=C1)N=C=S (phenyl isothiocyanate), C1(=CC=CC=C1)N=C=S (phenyl isothiocyanate), C(C)(=O)NN (acethydrazide), C(C)(=O)NN (acethydrazide), solid, [N+](=O)(O)[O-] (nitric acid), previous solid. Run in C(C)O (ethanol). Product: CC1=NN=CN1C1=CC=CC=C1 (3-methyl-4-phenyl-4H-1,2,4-triazole), Formula XXIV. Reaction SMILES: [C:1]1([N:7]=[C:8]=S)[CH:6]=[CH:5][CH:4]=[CH:3][CH:2]=1.[C:10]([NH:13][NH2:14])(=O)[CH3:11].[N+]([O-])(O)=O.[OH-].[NH4+]>C(O)C>[CH3:11][C:10]1[N:7]([C:1]2[CH:6]=[CH:5][CH:4]=[CH:3][CH:2]=2)[CH:8]=[N:14][N:13]=1 |f:3.4|. Procedure details: 2.5 mol of phenyl isothiocyanate (Formula XXI of Chart B) is added to 0.5 mol of acethydrazide (Formula IV of Chart B) in 500 ml of absolute ethanol and refluxed for one hour, cooled and filtered. This is then dissolved in a solution of 28.0 gm sodium hydroxide in 400 ml of water and the mixture is refluxed for two hours. The reaction mixture is cooled in an ice bath and treated with 100 ml of concentrated hydrochloric acid. The resulting solid is filtered and recrystallized. 66.7 mmol of the so...